Dataset: the Open Reaction Database (ORD), a public repository of structured organic reaction records. Task: describe an organic reaction: reactants, conditions, products, and yield Starting materials: C(C)(C)(C)OC(C(C)(C)OC1=CC=C(C=C1)CCCC1NC(N(C1=O)CC1=CC(=C(C=C1)C)C)=O)=O (2-(4-{3-[1-(3,4-dimethyl-benzyl)-2,5-dioxo-imidazolidin-4-yl]-propyl}-phenoxy)-2-methyl-propionic acid tert-butyl ester), solution. The solvent is C1CCOC1 (THF), C1CCOC1 (THF). Run at time 32 hour. RXN SMILES: [C:1]([O:5][C:6](=[O:36])[C:7]([O:10][C:11]1[CH:16]=[CH:15][C:14]([CH2:17][CH2:18][CH2:19][CH:20]2[C:24](=O)[N:23]([CH2:26][C:27]3[CH:32]=[CH:31][C:30]([CH3:33])=[C:29]([CH3:34])[CH:28]=3)[C:22](=[O:35])[NH:21]2)=[CH:13][CH:12]=1)([CH3:9])[CH3:8])([CH3:4])([CH3:3])[CH3:2]>C1COCC1>[C:1]([O:5][C:6](=[O:36])[C:7]([O:10][C:11]1[CH:12]=[CH:13][C:14]([CH2:17][CH2:18][CH2:19][CH:20]2[CH2:24][N:23]([CH2:26][C:27]3[CH:32]=[CH:31][C:30]([CH3:33])=[C:29]([CH3:34])[CH:28]=3)[C:22](=[O:35])[NH:21]2)=[CH:15][CH:16]=1)([CH3:8])[CH3:9])([CH3:3])([CH3:2])[CH3:4]. Yields the product C(C)(C)(C)OC(C(C)(C)OC1=CC=C(C=C1)CCCC1NC(N(C1)CC1=CC(=C(C=C1)C)C)=O)=O (2-(4-{3-[1-(3,4-dimethyl-benzyl)-2-oxo-imidazolidin-4-yl]-propyl}-phenoxy)-2-methyl-propionic acid tert-butyl ester). Procedure details: A solution of 2-(4-{3-[1-(3,4-dimethyl-benzyl)-2,5-dioxo-imidazolidin-4-yl]-propyl}-phenoxy)-2-methyl-propionic acid tert-butyl ester (0.113 g, 0.228 mmol) in THF (6 mL) was treated dropwise with 1 M solution of borane-THF complex in THF (4.4 mL, 4.4 mmol) and then stirred at room temperature under N2 for 32 h. The reaction was quenched with methanol (6 mL) and stirred at room temperature for 2 hr. The solvent was removed in vacuo to give crude product that was purified by flash chromatography u... The yield is 46.5%. Reactants: FC(OC1=CC=C(C=O)C=C1)F (4-Difluoromethoxybenzaldehyde), [N+](=O)(O)[O-] (nitric acid). The solvent is S(O)(O)(=O)=O (sulfuric acid). The product is FC(OC1=C(C=C(C=O)C=C1)[N+](=O)[O-])F (4-difluoromethoxy-3-nitrobenzaldehyde). RXN SMILES: [F:1][CH:2]([F:12])[O:3][C:4]1[CH:11]=[CH:10][C:7]([CH:8]=[O:9])=[CH:6][CH:5]=1.[N+:13]([O-])([OH:15])=[O:14]>S(=O)(=O)(O)O>[F:1][CH:2]([F:12])[O:3][C:4]1[CH:5]=[CH:6][C:7]([CH:8]=[O:9])=[CH:10][C:11]=1[N+:13]([O-:15])=[O:14]. Procedure: 10 4-Difluoromethoxybenzaldehyde (1.7 g, 10 mmol) was dissolved in concentrated sulfuric acid (8 mL) at 0 ° C. followed by dropwise addition of 70 % nitric acid (1,1 mL). The reactants are [K+], O=[N+]([O-])[O-], Oc1nc2ccc3cn[nH]c3c2nc1O, O=S(=O)(O)O. Product: O=[N+]([O-])c1cc2nc(O)c(O)nc2c2[nH]ncc12. Reaction SMILES: [K+:1].[O-:2][N+:3]([O-:4])=[O:5].[OH:6][c:7]1[n:8][c:9]2[cH:10][cH:11][c:12]3[c:13]([c:14]2[n:15][c:16]1[OH:17])[nH:18][n:19][cH:20]3.[S:21](=[O:22])(=[O:23])([OH:24])[OH:25]>>[O-:2][N+:3](=[O:5])[c:11]1[cH:10][c:9]2[n:8][c:7]([OH:6])[c:16]([OH:17])[n:15][c:14]2[c:13]2[c:12]1[cH:20][n:19][nH:18]2.